This data is from the Open Reaction Database (ORD), a public repository of structured organic reaction records. The task is: describe an organic reaction: reactants, conditions, products, and yield Procedure: Benz[d]indeno[1,2-b]pyran-5,11-dione (4d) (0.150 g, 0.604 mmol) was treated with hydrazine (0.255 g, 7.964 mmol) in CHCl3 (50 mL) and the reaction mixture was heated at reflux for 16 h. The reaction mixture was allowed to cool to room temperature, diluted with CHCl3 (150 mL), and washed with sat NaHCO3 (2×50 mL). The solution was dried over sodium sulfate and concentrated to provide a red-orange solid (0.120 g, 76%): mp 272-274° C. IR (film) 3448, 3305, 1686, 1663, 1610, 1507, 1312, 762 cm−1; 1H... The product is NN1C(C2=CC=CC=C2C2=C1C=1C=CC=CC1C2=O)=O (6-Amino-5,6-dihydro-5,11-diketo-11H-indeno[1,2-c]isoquinoline). Isolated yield 75.8%. The solvent is C(Cl)(Cl)Cl (CHCl3), C(Cl)(Cl)Cl (CHCl3). Reaction SMILES: [CH:1]1[C:6]2[C:7]3[C:18](=[O:19])[C:17]4[CH:16]=[CH:15][CH:14]=[CH:13][C:12]=4[C:8]=3[O:9][C:10](=O)[C:5]=2[CH:4]=[CH:3][CH:2]=1.[NH2:20][NH2:21]>C(Cl)(Cl)Cl>[NH2:20][N:21]1[C:8]2[C:12]3[CH:13]=[CH:14][CH:15]=[CH:16][C:17]=3[C:18](=[O:19])[C:7]=2[C:6]2[C:5](=[CH:4][CH:3]=[CH:2][CH:1]=2)[C:10]1=[O:9]. Starting materials: C1=CC=CC2=C1C1=C(OC2=O)C=2C=CC=CC2C1=O (Benz[d]indeno[1,2-b]pyran-5,11-dione), NN (hydrazine). Reactants: COC=1C(=C(C(=O)N(C2=C(C=C(C=C2)C)OCCCCCC(=O)N2CCC(CC2)=O)C)C=CC1C1=CC=CC=2NC(=NC21)CNC(=O)OC(C)(C)C)N=C=O (3-methoxy-N-methyl-N-[4-methyl-2-[5-(4-oxopiperidin-1-yl)carbonylpent-1-yloxy]phenyl]-4-[2-(tert-butoxycarbonyl)aminomethyl-1H-benzimidazol-4-yl]-carbonylaminobenzamide), [BH4-].[Na+] (sodium borohydride). Run in C(Cl)(Cl)Cl (chloroform), CO (methanol). Reaction conditions: time 1 hour. Yields the product C(=O)=NC1=C(C(=O)N)C=CC=C1 (carbonylaminobenzamide). The yield is 464.3%. RXN SMILES: CO[C:3]1[C:4]([N:53]=[C:54]=[O:55])=[C:5]([CH:32]=[CH:33][C:34]=1C1C2N=C(CNC(OC(C)(C)C)=O)NC=2C=CC=1)[C:6]([N:8](C)C1C=CC(C)=CC=1OCCCCCC(N1CCC(=O)CC1)=O)=[O:7].[BH4-].[Na+]>CO.C(Cl)(Cl)Cl>[C:54](=[N:53][C:4]1[CH:3]=[CH:34][CH:33]=[CH:32][C:5]=1[C:6]([NH2:8])=[O:7])=[O:55] |f:1.2|. Reported procedure: To a solution of 3-methoxy-N-methyl-N-[4-methyl-2-[5-(4-oxopiperidin-1-yl)carbonylpent-1-yloxy]phenyl]-4-[2-(tert-butoxycarbonyl)aminomethyl-1H-benzimidazol-4-yl]-carbonylaminobenzamide (150 mg) in methanol (5 ml) was added sodium borohydride (7.52 mg) under an ice bath cooling and the mixture was stirred at the same temperature for 1 hour. The mixture was diluted with chloroform and the solution was washed with water and brine. The organic phase was dried over magnesium sulfate and the solvent ... Starting materials: C([O-])([O-])=O.[Na+].[Na+] (Sodium carbonate), O (water), BrCC(=O)C1=CC(=C(C=C1)OC)OC (2-bromo-1-(3,4-dimethoxyphenyl)-1-ethanone), C(C1=CC=CC=C1)N1CCNCC1 (1-benzylpiperazine). The solvent is C(C)#N (acetonitrile). Run at time 2.5 hour. Yields the product C(C1=CC=CC=C1)N1CCN(CC1)CC(=O)C1=CC(=C(C=C1)OC)OC (2-(4-benzyl-1-piperazinyl)-1-(3,4-dimethoxyphenyl)-1-ethanone). As a reaction SMILES: C(=O)([O-])[O-].[Na+].[Na+].O.Br[CH2:9][C:10]([C:12]1[CH:17]=[CH:16][C:15]([O:18][CH3:19])=[C:14]([O:20][CH3:21])[CH:13]=1)=[O:11].[CH2:22]([N:29]1[CH2:34][CH2:33][NH:32][CH2:31][CH2:30]1)[C:23]1[CH:28]=[CH:27][CH:26]=[CH:25][CH:24]=1>C(#N)C>[CH2:22]([N:29]1[CH2:34][CH2:33][N:32]([CH2:9][C:10]([C:12]2[CH:17]=[CH:16][C:15]([O:18][CH3:19])=[C:14]([O:20][CH3:21])[CH:13]=2)=[O:11])[CH2:31][CH2:30]1)[C:23]1[CH:24]=[CH:25][CH:26]=[CH:27][CH:28]=1 |f:0.1.2|. Reported procedure: Sodium carbonate (18.84 g) and water (41.4 ml) was added to a stirring suspension at 0° to 5° C. of 2-bromo-1-(3,4-dimethoxyphenyl)-1-ethanone (32.03 g, described in Example 4) and 1-benzylpiperazine (24 ml) in acetonitrile (90 ml). The suspension was stirred at room temperature for 2.5 hr and evaporated. The residue was dissolved in a mixture of water and chloroform, and the chloroform layer was dried and evaporated. Chromatographic purification on silica gel (700 g) using ethyl acetate-hexane ... Reactants: O1C(OCC1)CNC1=NC(=CC=C1[N+](=O)[O-])OC (N-(1,3-dioxolan-2-ylmethyl)-6-methoxy-3-nitropyridin-2-amine). Reagents/catalysts: [C].[Pd] (palladium-carbon). Run in C(C)O (ethanol). Conditions: temperature 40 celsius, time 30 minute. The product is NC=1C(=NC(=CC1)OC)NCC1OCCO1 (3-amino-2-(1,3-dioxolan-2-ylmethyl)amino-6-methoxypyridine). The yield is 100.7%. As a reaction SMILES: [O:1]1[CH2:5][CH2:4][O:3][CH:2]1[CH2:6][NH:7][C:8]1[C:13]([N+:14]([O-])=O)=[CH:12][CH:11]=[C:10]([O:17][CH3:18])[N:9]=1>C(O)C.[C].[Pd]>[NH2:14][C:13]1[C:8]([NH:7][CH2:6][CH:2]2[O:3][CH2:4][CH2:5][O:1]2)=[N:9][C:10]([O:17][CH3:18])=[CH:11][CH:12]=1 |f:2.3|. Procedure: To a solution of 2.7 g of N-(1,3-dioxolan-2-ylmethyl)-6-methoxy-3-nitropyridin-2-amine in 30 mL of ethanol, 0.81 g of 10% palladium-carbon was added at room temperature, and mixture was stirred at 40° C. for 2 hours 30 minutes under a hydrogen atmosphere. The reaction mixture was cooled to room temperature, the insoluble substance was filtered off, and the filtration residue was washed with diethyl ether. The solvent was distilled off under reduced pressure to obtain 2.4 g of 3-amino-2-(1,3-diox... The reactants are C(C)(=O)OCCCOC=1C=C2C(=CN=C(C2=CC1OC)C(C1=CC(=CC=C1)OCC)=O)C=O (6-(3-acetoxy-propoxy)-1-(3-ethoxy-benzoyl)-7-methoxy-isoquinoline-4-carbaldehyde), O.P(=O)(O)(O)[O-].[Na+] (sodium dihydrogenphosphate monohydrate), CC(C)=CC (2-methyl-2-butene), Cl(=O)[O-].[Na+] (sodium chlorite). Solvent: C(C)(C)(C)O (t-butanol), O (water). Conditions: time 14 hour. Product: C(C)(=O)OCCCOC=1C=C2C(=CN=C(C2=CC1OC)C(C1=CC(=CC=C1)OCC)=O)C(=O)O (6-(3-acetoxy-propoxy)-1-(3-ethoxy-benzoyl)-7-methoxy-isoquinoline-4-carboxylic acid). The yield is 21.4%. Reaction SMILES: [C:1]([O:4][CH2:5][CH2:6][CH2:7][O:8][C:9]1[CH:10]=[C:11]2[C:16](=[CH:17][C:18]=1[O:19][CH3:20])[C:15]([C:21](=[O:31])[C:22]1[CH:27]=[CH:26][CH:25]=[C:24]([O:28][CH2:29][CH3:30])[CH:23]=1)=[N:14][CH:13]=[C:12]2[CH:32]=[O:33])(=[O:3])[CH3:2].O.P([O-])(O)(O)=[O:36].[Na+].CC(=CC)C.Cl([O-])=O.[Na+]>C(O)(C)(C)C.O>[C:1]([O:4][CH2:5][CH2:6][CH2:7][O:8][C:9]1[CH:10]=[C:11]2[C:16](=[CH:17][C:18]=1[O:19][CH3:20])[C:15]([C:21](=[O:31])[C:22]1[CH:27]=[CH:26][CH:25]=[C:24]([O:28][CH2:29][CH3:30])[CH:23]=1)=[N:14][CH:13]=[C:12]2[C:32]([OH:36])=[O:33])(=[O:3])[CH3:2] |f:1.2.3,5.6|. Procedure: To a stirred solution of 6-(3-acetoxy-propoxy)-1-(3-ethoxy-benzoyl)-7-methoxy-isoquinoline-4-carbaldehyde (60 mg, 0.13 mmol) in t-butanol (0.5 mL) and water (0.5 mL) solution was added sodium dihydrogenphosphate monohydrate (73 mg, 0.53 mmol), 2-methyl-2-butene (0.090 mL, 0.80 mmol) and sodium chlorite (72.2 mg, 0.80 mmol) at room temperature. The reaction suspension was then stirred at room temperature for 14 hrs. The resulting two-phase mixture was partitioned between dichloromethane and water... The reactants are [Al+3], COc1cc2c(CC#N)c[nH]c2cc1Cl, [H-], [H-], [H-], [H-], [Li+], [Na+], C1CCOC1, [OH-], O=S(=O)(O)O. Product: COc1cc2c(CCN)c[nH]c2cc1Cl. RXN SMILES: [Al+3:2].[C:12](#[N:13])[CH2:14][c:15]1[cH:16][nH:17][c:18]2[cH:19][c:20]([Cl:26])[c:21]([O:24][CH3:25])[cH:22][c:23]12.[H-:1].[H-:4].[H-:5].[H-:6].[Li+:3].[Na+:28].[O:29]1[CH2:30][CH2:31][CH2:32][CH2:33]1.[OH-:27].[S:7](=[O:8])(=[O:9])([OH:10])[OH:11]>>[CH2:12]([NH2:13])[CH2:14][c:15]1[cH:16][nH:17][c:18]2[cH:19][c:20]([Cl:26])[c:21]([O:24][CH3:25])[cH:22][c:23]12. As a reaction SMILES: [O:1]1[CH2:6][CH2:5][CH:4]([C:7](O)=O)[CH2:3][CH2:2]1.C(N1C=CN=C1)(N1C=CN=C1)=O.[NH2:22][C:23]1[C:24](=[O:37])[N:25]([CH2:34][CH2:35][CH3:36])[C:26](=[O:33])[N:27]([CH2:30][CH2:31][CH3:32])[C:28]=1[NH2:29]>C(Cl)Cl>[CH2:34]([N:25]1[C:24](=[O:37])[C:23]2[NH:22][C:7]([CH:4]3[CH2:3][CH2:2][O:1][CH2:6][CH2:5]3)=[N:29][C:28]=2[N:27]([CH2:30][CH2:31][CH3:32])[C:26]1=[O:33])[CH2:35][CH3:36]. Starting materials: O1CCC(CC1)C(=O)O (tetrahydropyran-4-carboxylic acid), C(=O)(N1C=NC=C1)N1C=NC=C1 (carbonyldiimidazole), NC=1C(N(C(N(C1N)CCC)=O)CCC)=O (5,6-diamino-1,3-dipropyluracil). Isolated yield 21.2%. Procedure details: 3.2 g (0.025 mol) of tetrahydropyran-4-carboxylic acid, 4.0 g (0.025 mol) of carbonyldiimidazole and 85 ml of absolute methylene chloride are stirred for 30 minutes at ambient temperature. After the addition of 5.7 g (0.025 mol) of 5,6-diamino-1,3-dipropyluracil, the mixture is stirred for 4 hours at ambient temperature and then evaporated down in vacuo. The residue is combined with 130 ml of water and 11.6 g of calcium hydroxide, stirred for 30 minutes at 80° C. and, after cooling, acidified wi... Run at time 4 hour. Yields the product C(CC)N1C(=O)N(C=2N=C(NC2C1=O)C1CCOCC1)CCC (1,3-Dipropyl-8-(tetrahydropyran-4-yl)xanthine). Solvent: C(Cl)Cl (methylene chloride). Run in C(C)(=O)OC(C)=O (acetic anhydride). Reaction conditions: time 4 day. Reaction SMILES: [C:1]([O:4][C@H:5]1[C@@H:11]([O:12][C:13](=[O:15])[CH3:14])[C@H:10]([CH3:16])[O:9][CH:6]1OC)(=[O:3])[CH3:2].S(=O)(=O)(O)O.[C:22]([OH:25])(=[O:24])[CH3:23]>C(OC(=O)C)(=O)C>[C:22]([O:25][CH:6]1[O:9][C@@H:10]([CH3:16])[C@H:11]([O:12][C:13](=[O:15])[CH3:14])[C@@H:5]1[O:4][C:1](=[O:3])[CH3:2])(=[O:24])[CH3:23]. The product is C(C)(=O)OC1[C@@H](OC(C)=O)[C@@H](OC(C)=O)[C@@H](O1)C (5-Deoxy-1,2,3-tri-O-acetyl-L-ribofuranose). Reactants: S(O)(O)(=O)=O (sulfuric acid), C(C)(=O)O[C@@H]1C(OC)O[C@H]([C@@H]1OC(C)=O)C (Methyl 5-deoxy-2,3-di-O-acetyl-L-ribofuranoside), C(C)(=O)O (acetic acid), ice water. Procedure details: Methyl 5-deoxy-2,3-di-O-acetyl-L-ribofuranoside (33 g, 15.2 mmol) was dissolved in acetic acid (20 mL) and acetic anhydride (5 mL). The solution was cooled to ice bath temperatures and concentrated sulfuric acid was added dropwise (1 mL). The solution was kept at 5° C. for 4 days, then it was poured into ice water (50 mL) and extracted with 3:1 ethyl acetate hexanes (200 mL and 75 mL). The combined organics were washed with 10% sodium biarbonate (2×50 mL) and water (50 mL). The organic layers we... Yield: 58.0%. Reactants: CCCBr (n-Propyl bromide), COC([C@@H](NC(=O)OC(C)(C)C)CC1=CNC=N1)=O (Nα-Boc-L-histidine methyl ester), C([O-])([O-])=O.[K+].[K+] (potassium carbonate), CCCBr (n-propyl bromide), C([O-])([O-])=O.[K+].[K+] (potassium carbonate). The solvent is C(C)#N (acetonitrile). The product is C(C)(C)(C)OC(=O)N[C@H](C(=O)OC)CC=1N=CN(C1)CCC (Methyl (2S)-2-[(tert-butoxycarbonyl)amino]-3-(1-propyl-1H-imidazol-4-yl)propanoate). Reaction SMILES: [CH3:1][CH2:2][CH2:3]Br.[CH3:5][O:6][C:7](=[O:23])[C@H:8]([CH2:17][C:18]1[N:22]=[CH:21][NH:20][CH:19]=1)[NH:9][C:10]([O:12][C:13]([CH3:16])([CH3:15])[CH3:14])=[O:11].C(=O)([O-])[O-].[K+].[K+]>C(#N)C>[C:13]([O:12][C:10]([NH:9][C@@H:8]([CH2:17][C:18]1[N:22]=[CH:21][N:20]([CH2:1][CH2:2][CH3:3])[CH:19]=1)[C:7]([O:6][CH3:5])=[O:23])=[O:11])([CH3:16])([CH3:14])[CH3:15] |f:2.3.4|. Reported procedure: n-Propyl bromide (0.17 ml, 1.85 mmol) was added to a mixture of Nα-Boc-L-histidine methyl ester (500 mg, 1.85 mmol) and potassium carbonate (200 mg, 1.85 mmol) in acetonitrile (20 ml), and the mixture was heated under reflux for 18 hours. TLC analysis showed starting material remaining, so additional n-propyl bromide (0.17 ml, 1.85 mmol) and potassium carbonate (200 mg, 1.85 mmol) were added, and the mixture was heated for a further 8 hours. The cooled, mixture was concentrated under reduced pre...